Dataset: the Open Reaction Database (ORD), a public repository of structured organic reaction records. Task: describe an organic reaction: reactants, conditions, products, and yield Product: C(C)(=O)O[C@H]1[C@@H](O)O[C@@H]([C@H]([C@@H]1OC(C)=O)OC(C)=O)CN=[N+]=[N-] (2,3,4-tri-O-acetyl-6-azido-6-deoxy-α-D-glucopyranose). The reactants are C(C)(=O)O[C@@H]1[C@H](OC(C)=O)[C@@H](OC(C)=O)[C@H](OC(C)=O)[C@H](O1)CN=[N+]=[N-] (1,2,3,4-tetra-O-acetyl-6-azido-6-deoxy-α-D-glucopyranose), C(C1=CC=CC=C1)N (benzylamine). Conditions: time 8 hour. Procedure: To a solution of 1,2,3,4-tetra-O-acetyl-6-azido-6-deoxy-α-D-glucopyranose (IV, 850 mg, 2.78 mmol) in THF (12 mL) was added benzylamine (0.23 mL) and the mixture was stirred at rt overnight. Solvents were removed under the reduced pressure and the resulting residue was dissolved in dichloromethane (50 mL) and washed with water, saturated ammonia chloride, brine, dried over sodium sulfate and concentrated. The residue was purified by silica gel chromatography, eluting with 1:1 hexane-ethyl acetate... Solvent: C1CCOC1 (THF). RXN SMILES: C([O:4][C@H:5]1[O:22][C@H:21]([CH2:23][N:24]=[N+:25]=[N-:26])[C@@H:16]([O:17][C:18](=[O:20])[CH3:19])[C@H:11]([O:12][C:13](=[O:15])[CH3:14])[C@H:6]1[O:7][C:8](=[O:10])[CH3:9])(=O)C.C(N)C1C=CC=CC=1>C1COCC1>[C:8]([O:7][C@@H:6]1[C@@H:11]([O:12][C:13](=[O:15])[CH3:14])[C@H:16]([O:17][C:18](=[O:20])[CH3:19])[C@@H:21]([CH2:23][N:24]=[N+:25]=[N-:26])[O:22][C@@H:5]1[OH:4])(=[O:10])[CH3:9]. Starting materials: BrCC(=O)Br (bromoacetyl bromide), ice water, COC=1C(=C(C(=O)O)C=CC1)N (3-methoxy-2-aminobenzoic acid), CN(C)C=O (DMF), BrCC(=O)Br (Bromoacetyl bromide). The solvent is O1CCOCC1 (dioxane). Conditions: temperature -5 celsius, time 8 hour. The product is COC=1C(=C(C(=O)O)C=CC1)NC(CBr)=O (3-Methoxy-2-((bromoacetyl)amino)benzoic Acid). Yield: 72.4%. RXN SMILES: [CH3:1][O:2][C:3]1[C:4]([NH2:12])=[C:5]([CH:9]=[CH:10][CH:11]=1)[C:6]([OH:8])=[O:7].CN(C=O)C.[Br:18][CH2:19][C:20](Br)=[O:21]>O1CCOCC1>[CH3:1][O:2][C:3]1[C:4]([NH:12][C:20](=[O:21])[CH2:19][Br:18])=[C:5]([CH:9]=[CH:10][CH:11]=1)[C:6]([OH:8])=[O:7]. Procedure details: A solution of 3-methoxy-2-aminobenzoic acid (5.0 g, 30 mmol) in a mixture of anhydrous DMF (30 mL) and anhydrous dioxane (30 mL) in a 250 mL-3-necked round-bottomed flask equipped with a constant addition funnel (60 mL) was cooled with an ice-bath to -5° C. Bromoacetyl bromide (6.66 g, 2.90 mL, 30 mmol) was added dropwise, keeping the internal temperature between -5° to 0° C. over a 1/2 h period. After the addition of bromoacetyl bromide was completed, the solution was warmed to room temperature... The reactants are CC1=C(C=C(C(=O)O)C=C1)NC(=O)C1=CC=2C(=NC=CN2)S1 (4-methyl-3-(thieno[2,3-b]pyrazine-6-carboxamido)benzoic acid), NC=1C=C(C=CC1)C(F)(F)F (3-aminobenzotrifluoride), CN(C)C(=[N+](C)C)ON1C2=C(C=CC=C2)N=N1.[B-](F)(F)(F)F (TBTU), CCN(C(C)C)C(C)C (DIPEA), C(CC(O)(C(=O)O)CC(=O)O)(=O)O (citric acid). The solvent is CN(C)C=O (DMF). Yields the product CC1=C(C=C(C=C1)C(NC1=CC(=CC=C1)C(F)(F)F)=O)NC(=O)C1=CC=2C(=NC=CN2)S1 (N-(2-methyl-5-(3-(trifluoromethyl)phenylcarbamoyl)phenyl)thieno[2,3-b]pyrazine-6-carboxamide). Yield: 52.0%. RXN SMILES: [CH3:1][C:2]1[CH:10]=[CH:9][C:5]([C:6]([OH:8])=O)=[CH:4][C:3]=1[NH:11][C:12]([C:14]1[S:22][C:17]2=[N:18][CH:19]=[CH:20][N:21]=[C:16]2[CH:15]=1)=[O:13].[NH2:23][C:24]1[CH:25]=[C:26]([C:30]([F:33])([F:32])[F:31])[CH:27]=[CH:28][CH:29]=1.CN(C(ON1N=NC2C=CC=CC1=2)=[N+](C)C)C.[B-](F)(F)(F)F.CCN(C(C)C)C(C)C.C(O)(=O)CC(CC(O)=O)(C(O)=O)O>CN(C=O)C>[CH3:1][C:2]1[CH:10]=[CH:9][C:5]([C:6](=[O:8])[NH:23][C:24]2[CH:29]=[CH:28][CH:27]=[C:26]([C:30]([F:31])([F:32])[F:33])[CH:25]=2)=[CH:4][C:3]=1[NH:11][C:12]([C:14]1[S:22][C:17]2=[N:18][CH:19]=[CH:20][N:21]=[C:16]2[CH:15]=1)=[O:13] |f:2.3|. Procedure details: A solution of 4-methyl-3-(thieno[2,3-b]pyrazine-6-carboxamido)benzoic acid 50 (25 mg, 0.080 mmol), 3-aminobenzotrifluoride (9.87 μl, 12.86 mg, 0.080 mmol), TBTU (38.4 mg, 0.120 mmol) and DIPEA (0.039 mL, 0.239 mmol) in DMF (1 mL) under a nitrogen atmosphere was stirred overnight at 40° C. The reaction mixture was poured into 3% citric acid solution. The resulting precipitation was collected and washed with water to give the title compound N-(2-methyl-5-(3-(trifluoromethyl)phenylcarbamoyl)phenyl)... Starting materials: COC(=O)C=Cc1ccc2cc[nH]c2c1, COc1cccc(B(O)O)c1, O. Yields the product COC(=O)CC(c1cccc(OC)c1)c1ccc2cc[nH]c2c1. RXN SMILES: [CH3:12][O:13][C:14]([CH:15]=[CH:16][c:17]1[cH:18][cH:19][c:20]2[cH:21][cH:22][nH:23][c:24]2[cH:25]1)=[O:26].[CH3:1][O:2][c:3]1[cH:4][c:5]([B:9]([OH:10])[OH:11])[cH:6][cH:7][cH:8]1.[OH2:27]>>[CH3:1][O:2][c:3]1[cH:4][c:5]([CH:16]([CH2:15][C:14]([O:13][CH3:12])=[O:26])[c:17]2[cH:18][cH:19][c:20]3[cH:21][cH:22][nH:23][c:24]3[cH:25]2)[cH:6][cH:7][cH:8]1. The solvent is CN(C)C=O (DMF), CCN(CC)CC (NEt3). Reagents/catalysts: Cl[Ti](Cl)(Cl)Cl (TiCl4). Reaction SMILES: [CH3:1][O:2][C:3]1[CH:8]=[CH:7][CH:6]=[CH:5][C:4]=1[C:9](=O)[CH3:10].N1CCCC1.[CH3:17][C:18]1[N:23]=[C:22](Cl)[C:21]([N+:25]([O-])=O)=[C:20](Cl)[N:19]=1.[CH:29]([N:32](CC)[CH:33](C)[CH3:34])([CH3:31])[CH3:30].N1CCCCC1.Cl[Sn]Cl>CN(C=O)C.Cl[Ti](Cl)(Cl)Cl.CCN(CC)CC>[CH3:1][O:2][C:3]1[CH:8]=[CH:7][CH:6]=[CH:5][C:4]=1[C:9]1[CH:10]=[C:20]2[NH:19][C:18]([CH:17]3[CH2:34][CH2:33][NH:32][CH:29]([CH3:31])[CH2:30]3)=[N:23][CH:22]=[C:21]2[N:25]=1. Yield: 74.0%. Reactants: Cl[Sn]Cl (SnCl2), 2-methoxy-1-(1-pyrrolidinylvinyl)furan, COC1=C(C=CC=C1)C(C)=O (2′-methoxy acetophenone), N1CCCC1 (pyrrolidine), CC1=NC(=C(C(=N1)Cl)[N+](=O)[O-])Cl (2-methyl-4,6-dichloro-5-nitropyrimidine), C(C)(C)N(C(C)C)CC (N,N-diisopropylethylamine), N1CCCCC1 (piperidine), Cl[Sn]Cl (SnCl2). Conditions: temperature 140 celsius, time 16 hour. Procedure details: Using the method described in Example 30 by employing 2-methoxy-1-(1-pyrrolidinylvinyl)furan (freshly prepared before use from 2′-methoxy acetophenone (Aldrich Chemical Company), pyrrolidine and TiCl4 (2.14 g, 10.5 mmol), 2-methyl-4,6-dichloro-5-nitropyrimidine (Example 76(b)) (2.25 g, 10.5 mmol), N,N-diisopropylethylamine (1.8 mL, 10.5 mmol), piperidine (1.7 mL, 16.8 mmol), NEt3 (1.8 mL) and SnCl2 (32 mL of a 2 M soln in DMF). In this example the SnCl2 solution was added to the reaction mixture... Yields the product COC1=C(C=CC=C1)C1=NC=2C(NC(=NC2)C2CC(NCC2)C)=C1 (2-methoxy-1-[2-methyl-4-piperidylpyrrolo[4,5-d]pyrimidin-6-yl]benzene). The reactants are BrC=1C(N(C=C(C1)C1=NC=CC=C1)C1=CC=CC=C1)=O (3-bromo-5-(2-pyridyl)-1-phenyl-1,2-dihydropyridin-2-one), C(#N)C1=C(C=CC=C1)N1CCNCC1 (1-(2-cyanophenyl)piperazine), O (water). Reaction conditions: temperature 130 celsius. Product: C(#N)C1=C(C=CC=C1)C1CCN(CC1)C=1C(N(C=C(C1)C1=NC=CC=C1)C1=CC=CC=C1)=O (3-[4-(2-Cyanophenyl)piperadin-1-yl]-5-(2-pyridyl)-1-phenyl-1,2-dihydropyridin-2-one). Isolated yield 41.7%. As a reaction SMILES: Br[C:2]1[C:3](=[O:20])[N:4]([C:14]2[CH:19]=[CH:18][CH:17]=[CH:16][CH:15]=2)[CH:5]=[C:6]([C:8]2[CH:13]=[CH:12][CH:11]=[CH:10][N:9]=2)[CH:7]=1.O.[C:22]([C:24]1[CH:29]=[CH:28][CH:27]=[CH:26][C:25]=1N1CCNCC1)#[N:23]>>[C:22]([C:24]1[CH:29]=[CH:28][CH:27]=[CH:26][C:25]=1[CH:7]1[CH2:6][CH2:5][N:4]([C:2]2[C:3](=[O:20])[N:4]([C:14]3[CH:19]=[CH:18][CH:17]=[CH:16][CH:15]=3)[CH:5]=[C:6]([C:8]3[CH:13]=[CH:12][CH:11]=[CH:10][N:9]=3)[CH:7]=2)[CH2:3][CH2:2]1)#[N:23]. Procedure details: 29 mg of 3-bromo-5-(2-pyridyl)-1-phenyl-1,2-dihydropyridin-2-one was dissolved in 200 mg of 1-(2-cyanophenyl)piperazine, followed by heating at 130° C. for 72 hours. After the reaction solution was cooled to room temperature, water was added thereto, followed by extracting with ethyl acetate. The organic layer was washed with brine and dried over anhydrous magnesium sulfate. The solvent was evaporated, and the residue was purified by silica gel chromatography (hexane/ethyl acetate system), to gi... Reactants: OC1=C(N(S(C2=C1SC1=C2C=CC=C1)(=O)=O)C)C(=O)OC (methyl 4-hydroxy-2-methyl-2H-[1]-benzothieno[2,3-e]-1,2-thiazine-3-carboxylate-1,1-dioxide), CC=1N=C(SC1C)N (4,5-dimethyl-2-thiazolamine). Yields the product CC=1N=C(SC1C)NC(=O)C=1N(S(C2=C(C1O)SC1=C2C=CC=C1)(=O)=O)C (N-(4,5-Dimethyl-2-thiazolyl)-4-hydroxy-2-methyl-2H-[1]benzothieno[2,3-e]-1,2-thiazine-3-carboxamide-1,1-dioxide). The yield is 56.0%. As a reaction SMILES: [OH:1][C:2]1[C:7]2[S:8][C:9]3[CH:14]=[CH:13][CH:12]=[CH:11][C:10]=3[C:6]=2[S:5](=[O:16])(=[O:15])[N:4]([CH3:17])[C:3]=1[C:18](OC)=[O:19].[CH3:22][C:23]1[N:24]=[C:25]([NH2:29])[S:26][C:27]=1[CH3:28]>>[CH3:22][C:23]1[N:24]=[C:25]([NH:29][C:18]([C:3]2[N:4]([CH3:17])[S:5](=[O:16])(=[O:15])[C:6]3[C:10]4[CH:11]=[CH:12][CH:13]=[CH:14][C:9]=4[S:8][C:7]=3[C:2]=2[OH:1])=[O:19])[S:26][C:27]=1[CH3:28]. Reported procedure: Prepared analogous to Example 1 from methyl 4-hydroxy-2-methyl-2H-[1]-benzothieno[2,3-e]-1,2-thiazine-3-carboxylate-1,1-dioxide and 4,5-dimethyl-2-thiazolamine with a yield of 56% of theory.